From a dataset of the Open Reaction Database (ORD), a public repository of structured organic reaction records. describe an organic reaction: reactants, conditions, products, and yield Reactants: CC(C)(C)S, Cl, O=N[O-], Cc1ccc(C(=O)O)cc1N, [Na+], O. The product is Cc1ccc(C(=O)O)cc1N=NSC(C)(C)C. RXN SMILES: [C:17]([CH3:18])([CH3:19])([CH3:20])[SH:21].[ClH:12].[N:13]([O-:14])=[O:15].[NH2:1][c:2]1[cH:3][c:4]([C:5](=[O:6])[OH:7])[cH:8][cH:9][c:10]1[CH3:11].[Na+:16].[OH2:22]>>[N:1]([c:2]1[cH:3][c:4]([C:5](=[O:6])[OH:7])[cH:8][cH:9][c:10]1[CH3:11])=[N:13][S:21][C:17]([CH3:18])([CH3:19])[CH3:20].